Dataset: the Open Reaction Database (ORD), a public repository of structured organic reaction records. Task: describe an organic reaction: reactants, conditions, products, and yield Starting materials: CCOC(=O)C(=NOC)c1csc(N)n1, CCOC(C)=O, CN(C)C=O, CCOC(=O)Cl, O. Product: CCOC(=O)Nc1nc(C(=NOC)C(=O)OCC)cs1. RXN SMILES: [CH3:1][O:2][N:3]=[C:4]([C:5](=[O:6])[O:7][CH2:8][CH3:9])[c:10]1[n:11][c:12]([NH2:15])[s:13][cH:14]1.[CH3:23][CH2:24][O:25][C:26](=[O:27])[CH3:28].[CH3:29][N:30]([CH3:31])[CH:32]=[O:33].[Cl:16][C:17](=[O:18])[O:19][CH2:20][CH3:21].[OH2:22]>>[CH3:1][O:2][N:3]=[C:4]([C:5](=[O:6])[O:7][CH2:8][CH3:9])[c:10]1[n:11][c:12]([NH:15][C:17](=[O:18])[O:19][CH2:20][CH3:21])[s:13][cH:14]1. Starting materials: CC(C)([O-])C.[K+] (potassium-t-butoxide), solution, C(=O)C=1C=C(CN2C(C=3C(C2=O)=CC=CC3)=O)C=CC1OC (N-(3-formyl-4-methoxybenzyl)phthalimide). The reagents and catalysts are [Br-].C[P+](C1=CC=CC=C1)(C1=CC=CC=C1)C1=CC=CC=C1 (methyltriphenyl phosphonium bromide). Solvent: O1CCCC1 (tetrahydrofuran). Reaction conditions: time 1 hour. Yields the product COC1=C(C=C(CN2C(C=3C(C2=O)=CC=CC3)=O)C=C1)C=C (N-(4-methoxy-3-vinylbenzyl)phthalimide). The yield is 39.5%. As a reaction SMILES: [CH3:1]C(C)([O-])C.[K+].[CH:7]([C:9]1[CH:10]=[C:11]([CH:24]=[CH:25][C:26]=1[O:27][CH3:28])[CH2:12][N:13]1[C:17](=[O:18])[C:16]2=[CH:19][CH:20]=[CH:21][CH:22]=[C:15]2[C:14]1=[O:23])=O>[Br-].C[P+](C1C=CC=CC=1)(C1C=CC=CC=1)C1C=CC=CC=1.O1CCCC1>[CH3:28][O:27][C:26]1[CH:25]=[CH:24][C:11]([CH2:12][N:13]2[C:17](=[O:18])[C:16]3=[CH:19][CH:20]=[CH:21][CH:22]=[C:15]3[C:14]2=[O:23])=[CH:10][C:9]=1[CH:7]=[CH2:1] |f:0.1,3.4|. Reported procedure: 3.99 g of potassium-t-butoxide was added to 80 ml solution of 12.7 g methyltriphenyl phosphonium bromide in tetrahydrofuran at 0° C., 7 g of N-(3-formyl-4-methoxybenzyl)phthalimide was added thereto, and the mixture was stirred at room temperature for 1 hr. The reaction solution was filtered through Celite, and then evaporated. The resulting residue was purified by silica gel column chromatography to give 2.75 g of N-(4-methoxy-3-vinylbenzyl)phthalimide.